The task is: describe an organic reaction: reactants, conditions, products, and yield. This data is from the Open Reaction Database (ORD), a public repository of structured organic reaction records. Solvent: C1(=CC=CC=C1)C (toluene). Yields the product CC1=C(N=C(O1)C1(CC=CCC1)C)CC(=O)OC (methyl 5-methyl-2-(1-methyl-3-cyclohexen-1-yl)-4-oxazoleacetate). Procedure details: A mixture of methyl 3-(1-methyl-3-cyclohexen-1-ylcarbonylamino)-4-oxovalerate (3.4 g), toluene (50 ml) and phosphorus oxychloride (3.5 ml) was refluxed for 3 hours and the solvent was distilled off. Aqueous sodium hydrogen carbonate was added, followed by extraction with ethyl acetate. The ethyl acetate layer was washed with water and dried over anhydrous magnesium sulfate. The solvent was distilled off and the oily residue was further distilled under reduced pressure to give methyl 5-methyl-2-(... Reaction SMILES: [CH3:1][C:2]1([C:8]([NH:10][CH:11]([C:17](=[O:19])[CH3:18])[CH2:12][C:13]([O:15][CH3:16])=[O:14])=O)[CH2:7][CH2:6][CH:5]=[CH:4][CH2:3]1.P(Cl)(Cl)(Cl)=O>C1(C)C=CC=CC=1>[CH3:18][C:17]1[O:19][C:8]([C:2]2([CH3:1])[CH2:7][CH2:6][CH:5]=[CH:4][CH2:3]2)=[N:10][C:11]=1[CH2:12][C:13]([O:15][CH3:16])=[O:14]. Reactants: CC1(CC=CCC1)C(=O)NC(CC(=O)OC)C(C)=O (methyl 3-(1-methyl-3-cyclohexen-1-ylcarbonylamino)-4-oxovalerate), P(=O)(Cl)(Cl)Cl (phosphorus oxychloride). Reactants: C(#N)C=1C=CC2=C(C(=NC(O2)(C)C)C2=NC=CC=C2)C1 (6-cyano- 2,2-dimethyl-4-(2-pyridyl)-2H-1,3-benzoxazine). The solvent is CN1C(CCC1)=O (N-methylpyrrolidone). Yields the product C(#N)C=1C=CC2=C(C(=NC(O2)(C)C)C2C(N(CC2)C)=O)C1 (6-cyano-2,2-dimethyl-4-(1-methyl-2-oxopyrrolidin-3-yl)-2H-1,3-benzoxazine). RXN SMILES: [C:1]([C:3]1[CH:4]=[CH:5][C:6]2[O:11][C:10]([CH3:13])([CH3:12])[N:9]=[C:8]([C:14]3[CH:19]=[CH:18]C=CN=3)[C:7]=2[CH:20]=1)#[N:2]>CN1CCCC1=O>[C:1]([C:3]1[CH:4]=[CH:5][C:6]2[O:11][C:10]([CH3:12])([CH3:13])[N:9]=[C:8]([CH:14]3[CH2:19][CH2:18][N:9]([CH3:8])[C:10]3=[O:11])[C:7]=2[CH:20]=1)#[N:2]. Procedure: According to the same manner as that described in the preparation of Compound 1 in Example 1, 6-cyano-2,2-dimethyl-4-(1-methyl-2-oxopyrrolidin-3-yl)-2H-1,3-benzoxazine (Compound 15) was obtained except that N-methylpyrrolidone and a solution of 1.6M lithium diisopropylamide in a mixed solvent of tetrahydrofuran and hexane were used instead of 2-bromopyridine and the solution of 1.6M n-butyl lithium in hexane, respectively. Reactants: CN1C=C(C=C1)C(=O)NCCC(=O)OCC1=CC=CC=C1 (Benzyl 3-(1-methyl-3-pyrrolecarboxamido)propionate). The reagents and catalysts are [Pd] (palladium/carbon). Run in C1CCOC1 (THF), O1CCCC1 (tetrahydrofuran). Reaction conditions: time 72 hour. The product is CN1C=C(C=C1)C(=O)NCCC(=O)O (3-(1-methyl-3-pyrrolecarboxamido)propionic Acid). The yield is 84.0%. Reaction SMILES: [CH3:1][N:2]1[CH:6]=[CH:5][C:4]([C:7]([NH:9][CH2:10][CH2:11][C:12]([O:14]CC2C=CC=CC=2)=[O:13])=[O:8])=[CH:3]1>O1CCCC1.[Pd]>[CH3:1][N:2]1[CH:6]=[CH:5][C:4]([C:7]([NH:9][CH2:10][CH2:11][C:12]([OH:14])=[O:13])=[O:8])=[CH:3]1. Procedure details: 5%-palladium/carbon (716 mg) was added to a solution of Compound 3 (7.16 g, 25 mmole) in tetrahydrofuran (hereinafter called “THF”) (300 ml), followed by stirring for 72 hours under a hydrogen gas stream. The reaction mixture was filtered, and the solid was washed with methanol. The filtrate and the washing were combined, followed by concentration under reduced pressure. The residue was recrystallized from acetonitrile, whereby the title compound (4.14 g) was obtained (yield: 84%). Reaction conditions: time 30 minute. Solvent: C(Cl)(Cl)Cl (chloroform), O1CCCC1 (tetrahydrofuran), O1CCCC1 (tetrahydrofuran). Starting materials: sulfonic acid, ice water, N1=CC=CC=C1 (pyridine), C(C1=CC=CC=C1)(=O)C=1C(=CC(=C(C1)S(=O)(=O)O)OC)O (5-benzoyl-4-hydroxy-2-methoxybenzenesulfonic acid), COC1=C(C=C(C(=C1)O)C(=O)C2=CC=CC=C2)S(=O)(=O)O (Uvinul MS-40), CCCCC (pentane), S(=O)(Cl)Cl (thionyl chloride). Reported procedure: A solution of 5-benzoyl-4-hydroxy-2-methoxybenzenesulfonic acid (Uvinul MS-40, a product of BASF Wyandotte Corporation) (20.0g, 0.065 mole) and 250 ml of warm tetrahydrofuran was cooled to room temperature. A solution of 8.0g (0.10 mole) of pyridine in 25 ml tetrahydrofuran was added accompanied by an exotherm. The resulting mixture was stirred at room temperature for 30 minutes, then poured into 200 ml pentane and stirred briefly before the sulfonic acid salt (23.5g) was collected by filtration... The product is C(C1=CC=CC=C1)(=O)C=1C(=CC(=C(C1)S(=O)(=O)Cl)OC)O (5-benzoyl-4-hydroxy-2-methoxy-benzenesulfonyl chloride). Reaction SMILES: [C:1]([C:9]1[C:10]([OH:21])=[CH:11][C:12]([O:19][CH3:20])=[C:13]([S:15](O)(=[O:17])=[O:16])[CH:14]=1)(=[O:8])[C:2]1[CH:7]=[CH:6][CH:5]=[CH:4][CH:3]=1.N1C=CC=CC=1.CCCCC.S(Cl)([Cl:35])=O>O1CCCC1.C(Cl)(Cl)Cl>[C:1]([C:9]1[C:10]([OH:21])=[CH:11][C:12]([O:19][CH3:20])=[C:13]([S:15]([Cl:35])(=[O:17])=[O:16])[CH:14]=1)(=[O:8])[C:2]1[CH:7]=[CH:6][CH:5]=[CH:4][CH:3]=1.